Dataset: the Open Reaction Database (ORD), a public repository of structured organic reaction records. Task: describe an organic reaction: reactants, conditions, products, and yield The yield is 31.0%. Procedure: To a cooled (−78° C.) solution of methyl 5-(4-(azetidine-1-carbonyl)phenyl)-1-(2-chlorophenyl)-1H-pyrazole-3-carboxylate (138 mg, 0.35 mmol) in THF (5 mL) was added methylmagnesium bromide (0.3 mL of a 3.0M solution in ether, 0.9 mmol). The resulting brown solution was allowed to slowly warm to ambient temperature overnight. The reaction was then quenched by the addition of saturated aqueous ammonium chloride solution and EtOAc. The aqueous was extracted with EtOAc (3×) and the combined organic ... The reactants are C[Mg]Br (methylmagnesium bromide), solution, CCOCC (ether), N1(CCC1)C(=O)C1=CC=C(C=C1)C1=CC(=NN1C1=C(C=CC=C1)Cl)C(=O)OC (methyl 5-(4-(azetidine-1-carbonyl)phenyl)-1-(2-chlorophenyl)-1H-pyrazole-3-carboxylate). Reaction SMILES: [N:1]1([C:5]([C:7]2[CH:12]=[CH:11][C:10]([C:13]3[N:17]([C:18]4[CH:23]=[CH:22][CH:21]=[CH:20][C:19]=4[Cl:24])[N:16]=[C:15](C(OC)=O)[CH:14]=3)=[CH:9][CH:8]=2)=[O:6])[CH2:4][CH2:3][CH2:2]1.[CH3:29][Mg]Br.CC[O:34][CH2:35][CH3:36]>C1COCC1>[N:1]1([C:5]([C:7]2[CH:8]=[CH:9][C:10]([C:13]3[N:17]([C:18]4[CH:23]=[CH:22][CH:21]=[CH:20][C:19]=4[Cl:24])[N:16]=[C:15]([C:35]([OH:34])([CH3:36])[CH3:29])[CH:14]=3)=[CH:11][CH:12]=2)=[O:6])[CH2:2][CH2:3][CH2:4]1. The solvent is C1CCOC1 (THF). The product is N1(CCC1)C(=O)C1=CC=C(C=C1)C1=CC(=NN1C1=C(C=CC=C1)Cl)C(C)(C)O (azetidin-1-yl(4-(1-(2-chlorophenyl)-3-(2-hydroxypropan-2-yl)-1H-pyrazol-5-yl)phenyl)methanone). Reactants: CC[N+](CC)(CC)Cc1ccccc1, CN(C)CCCCl, Cc1ccccc1, [Cl-], Cl, [Na+], [OH-], O, OCc1scc2c1-c1ccccc1Oc1ccccc1-2. Product: CN(C)CCCOCc1scc2c1-c1ccccc1Oc1ccccc1-2. Reaction SMILES: [CH2:39]([N+:40]([CH2:41][CH3:42])([CH2:43][CH3:44])[CH2:45][CH3:46])[c:47]1[cH:48][cH:49][cH:50][cH:51][cH:52]1.[CH3:2][N:3]([CH2:4][CH2:5][CH2:6][Cl:7])[CH3:8].[CH3:9][c:10]1[cH:11][cH:12][cH:13][cH:14][cH:15]1.[Cl-:38].[ClH:1].[Na+:37].[OH-:36].[OH2:53].[c:16]1([CH2:34][OH:35])[s:17][cH:18][c:19]2[c:25]1-[c:24]1[c:23]([cH:29][cH:28][cH:27][cH:26]1)[O:22][c:21]1[c:20]-2[cH:33][cH:32][cH:31][cH:30]1>>[CH3:2][N:3]([CH2:4][CH2:5][CH2:6][O:35][CH2:34][c:16]1[s:17][cH:18][c:19]2[c:25]1-[c:24]1[c:23]([cH:29][cH:28][cH:27][cH:26]1)[O:22][c:21]1[c:20]-2[cH:33][cH:32][cH:31][cH:30]1)[CH3:8]. Starting materials: CC1=NN2C(N=C(C(=C2)C2=CC=CC=C2)C2=CC=C(C=O)C=C2)=N1 (4-(2-methyl-6-phenyl-[1,2,4]triazolo[1,5-a]pyrimidin-5-yl)-benzaldehyde), C1(CC1)C1=NC(=NN1)N (5-cyclopropyl-1,2,4-triazol-3-amine). RXN SMILES: [CH3:1][C:2]1[N:24]=[C:5]2[N:6]=[C:7]([C:16]3[CH:23]=[CH:22][C:19]([CH:20]=[O:21])=[CH:18][CH:17]=3)[C:8]([C:10]3[CH:15]=[CH:14][CH:13]=[CH:12][CH:11]=3)=[CH:9][N:4]2[N:3]=1.[CH:25]1(C2NN=C(N)N=2)C[CH2:26]1>>[CH:1]1([C:2]2[N:24]=[C:5]3[N:6]=[C:7]([C:16]4[CH:17]=[CH:18][C:19]([CH:20]=[O:21])=[CH:22][CH:23]=4)[C:8]([C:10]4[CH:11]=[CH:12][CH:13]=[CH:14][CH:15]=4)=[CH:9][N:4]3[N:3]=2)[CH2:26][CH2:25]1. Procedure: This compound was prepared in a manner according to 4-(2-methyl-6-phenyl-[1,2,4]triazolo[1,5-a]pyrimidin-5-yl)-benzaldehyde by using 5-cyclopropyl-1,2,4-triazol-3-amine in the first step. Product: C1(CC1)C1=NN2C(N=C(C(=C2)C2=CC=CC=C2)C2=CC=C(C=O)C=C2)=N1 (4-(2-cyclopropyl-6-phenyl-[1,2,4]triazolo[1,5-a]pyrimidin-5-yl)-benzaldehyde). Starting materials: N1=CC(=CC=C1)C=O (pyridine-3-aldehyde), NC1=C(C=C(C=C1)CC(=O)OC)O (methyl 4-amino-3-hydroxyphenylacetate), C(C)(=O)O.C(C)(=O)O.IC1=CC=CC=C1 (iodobenzene diacetate). The solvent is CCO (EtOH). Reaction conditions: time 20 minute. The product is N1=CC(=CC=C1)C=1OC2=C(N1)C=CC(=C2)CC(=O)OC (methyl (2-(3-pyridyl)-6-benzoxazolyl)acetate). Isolated yield 22.9%. RXN SMILES: [N:1]1[CH:6]=[CH:5][CH:4]=[C:3]([CH:7]=[O:8])[CH:2]=1.[NH2:9][C:10]1[CH:15]=[CH:14][C:13]([CH2:16][C:17]([O:19][CH3:20])=[O:18])=[CH:12][C:11]=1O.C(O)(=O)C.C(O)(=O)C.IC1C=CC=CC=1>CCO>[N:1]1[CH:6]=[CH:5][CH:4]=[C:3]([C:7]2[O:8][C:11]3[CH:12]=[C:13]([CH2:16][C:17]([O:19][CH3:20])=[O:18])[CH:14]=[CH:15][C:10]=3[N:9]=2)[CH:2]=1 |f:2.3.4|. Procedure details: In EtOH (15 ml), pyridine-3-aldehyde (0.63 g, 5.89 mmol) and methyl 4-amino-3-hydroxyphenylacetate (1.06 g, 5.85 mmol) were stirred at room temperature for 20 hours. To the reaction mixture was added iodobenzene diacetate (2.26 g, 7.02 mmol), followed by stirring at room temperature for 20 minutes. The reaction mixture was distilled under reduced pressure to remove the solvent and the residue was dissolved in ethyl acetate. The ethyl acetate solution was washed with a saturated aqueous solution ... Reactants: C1(CCCC1)CCS(=O)(=O)Cl (2-(cyclopentyl)ethanesulfonyl chloride), N (ammonia). The solvent is O1CCCC1 (tetrahydrofuran). Run at time 2 hour. Product: C1(CCCC1)CCS(=O)(=O)N (2-(Cyclopentyl)ethanesulfonamide). Reaction SMILES: [CH:1]1([CH2:6][CH2:7][S:8](Cl)(=[O:10])=[O:9])[CH2:5][CH2:4][CH2:3][CH2:2]1.[NH3:12]>O1CCCC1>[CH:1]1([CH2:6][CH2:7][S:8]([NH2:12])(=[O:10])=[O:9])[CH2:5][CH2:4][CH2:3][CH2:2]1. Reported procedure: A solution of 2-(cyclopentyl)ethanesulfonyl chloride (14.1 g, 71.4 mmol) in dry tetrahydrofuran (40 ml) was saturated with gaseous ammonia at 0° C. The resulting solution was stirred at room temperature under nitrogen for 2 hours and then concentrated under vacuum. The residue was dissolved in ethyl acetate (50 ml) and water (50 ml) and the aqueous phase was then acidified to pH 2 with 2.0 M aqueous hydrochloric acid. The organic phase was separated and then washed with water (2×30 ml), dried (s... Starting materials: NC=1C=2N(C=CN1)C(=NC2C2=CC=C(C(=O)NC1=NC=CC=C1)C=C2)[C@H]2NCCCC2 ((S)-4-(8-amino-3-(piperidin-2-yl)imidazo[1,5-a]pyrazin-1-yl)-N-(pyridin-2-yl)benzamide), COC/C=C/C(=O)O ((E)-4-methoxybut-2-enoic acid), NC=1C=2N(C=CN1)C(=NC2C2=CC=C(C(=O)NC1=NC=CC=C1)C=C2)[C@H]2NCCCC2 ((S)-4-(8-amino-3-(piperidin-2-yl)imidazo[1,5-a]pyrazin-1-yl)-N-(pyridin-2-yl)benzamide), COC/C=C/C(=O)O ((E)-4-methoxybut-2-enoic acid). Yields the product NC=1C=2N(C=CN1)C(=NC2C2=CC=C(C(=O)NC1=NC=CC=C1)C=C2)[C@H]2N(CCCC2)C(\C=C\COC)=O ((S,E)-4-(8-Amino-3-(1-(4-methoxybut-2-enoyl)piperidin-2-yl)imidazo[1,5-a]pyrazin-1-yl)-N-(pyridin-2-yl)benzamide). The yield is 54.3%. RXN SMILES: [NH2:1][C:2]1[C:3]2[N:4]([C:8]([C@@H:26]3[CH2:31][CH2:30][CH2:29][CH2:28][NH:27]3)=[N:9][C:10]=2[C:11]2[CH:25]=[CH:24][C:14]([C:15]([NH:17][C:18]3[CH:23]=[CH:22][CH:21]=[CH:20][N:19]=3)=[O:16])=[CH:13][CH:12]=2)[CH:5]=[CH:6][N:7]=1.[CH3:32][O:33][CH2:34]/[CH:35]=[CH:36]/[C:37](O)=[O:38]>>[NH2:1][C:2]1[C:3]2[N:4]([C:8]([C@@H:26]3[CH2:31][CH2:30][CH2:29][CH2:28][N:27]3[C:37](=[O:38])/[CH:36]=[CH:35]/[CH2:34][O:33][CH3:32])=[N:9][C:10]=2[C:11]2[CH:25]=[CH:24][C:14]([C:15]([NH:17][C:18]3[CH:23]=[CH:22][CH:21]=[CH:20][N:19]=3)=[O:16])=[CH:13][CH:12]=2)[CH:5]=[CH:6][N:7]=1. Procedure details: This compound was prepared, in an analogous manner as described in Example 2, from (S)-4-(8-amino-3-(piperidin-2-yl)imidazo[1,5-a]pyrazin-1-yl)-N-(pyridin-2-yl)benzamide (intermediate 21) and (E)-4-methoxybut-2-enoic acid (intermediate 3), to afford the title compound (21.1 mg, 54.3%). Data: LCMS (B) Rt: 2.22 min; m/z 512.3 (M+H)+.